From a dataset of the Open Reaction Database (ORD), a public repository of structured organic reaction records. describe an organic reaction: reactants, conditions, products, and yield The reactants are C1(=CC=CC=C1)C1OC2=C(C(CC1)=O)C=CC=C2 (2-phenyl-2,3,4,5-tetrahydro-1-benzoxepin-5-one), BrBr (bromine). The solvent is C(C)OCC (ethyl ether). Product: BrC1CC(OC2=C(C1=O)C=CC=C2)C2=CC=CC=C2 (4-bromo-2-phenyl-2,3,4,5-tetrahydro-1-benzoxepin-5-one). The yield is 95.8%. As a reaction SMILES: [C:1]1([CH:7]2[CH2:13][CH2:12][C:11](=[O:14])[C:10]3[CH:15]=[CH:16][CH:17]=[CH:18][C:9]=3[O:8]2)[CH:6]=[CH:5][CH:4]=[CH:3][CH:2]=1.[Br:19]Br>C(OCC)C>[Br:19][CH:12]1[C:11](=[O:14])[C:10]2[CH:15]=[CH:16][CH:17]=[CH:18][C:9]=2[O:8][CH:7]([C:1]2[CH:2]=[CH:3][CH:4]=[CH:5][CH:6]=2)[CH2:13]1. Procedure: 800 mg (3.36 m moles) of 2-phenyl-2,3,4,5-tetrahydro-1-benzoxepin-5-one (compound R1 of Reference Example 1) was dissolved in 80 ml of absolute ethyl ether, and 808 mg (1.5 equivalent amount) of bromine was added to the solution dropwise over 15 minutes under ice-cooling. The reaction mixture was washed with a sodium sulfate aqueous solution followed by water, and then dried with anhydrous magnesium sulfate. After filtrating off the magnesium sulfate, the filtrate was concentrated to obtain a re... Reactants: C1CCOC1, ClCCl, Nc1ccc(Cl)c(C(=O)O)c1, O=C(Cl)c1cccs1. Product: O=C(Nc1ccc(Cl)c(C(=O)O)c1)c1cccs1. Reaction SMILES: [CH2:23]1[O:24][CH2:25][CH2:26][CH2:27]1.[Cl:20][CH2:21][Cl:22].[NH2:1][c:2]1[cH:3][cH:4][c:5]([Cl:11])[c:6]([C:7](=[O:8])[OH:9])[cH:10]1.[s:12]1[c:13]([C:17](=[O:18])[Cl:19])[cH:14][cH:15][cH:16]1>>[NH:1]([c:2]1[cH:3][cH:4][c:5]([Cl:11])[c:6]([C:7](=[O:8])[OH:9])[cH:10]1)[C:17]([c:13]1[s:12][cH:16][cH:15][cH:14]1)=[O:18]. Starting materials: ClC=1C=C2C=3C(=CN=CC3NC2=C(C1)NC(C1=CN=CC=C1)=O)NC(C(F)(F)F)=O (N-[6-chloro-4-(2,2,2-trifluoro-acetylamino)-9H-β-carbolin-8-yl]-nicotinamide), O (water), aqueous solution, C(=O)([O-])[O-].[K+].[K+] (K2CO3). Run in CO (MeOH). Conditions: temperature 60 celsius. Yields the product NC1=CN=CC=2NC3=C(C=C(C=C3C12)Cl)NC(C1=C(N=CC=C1)C)=O (N-(4-amino-6-chloro-9H-β-carbolin-8-yl)-2-methyl-nicotinamide). Yield: 55.6%. As a reaction SMILES: [Cl:1][C:2]1[CH:3]=[C:4]2[C:12](=[C:13]([NH:15][C:16](=[O:23])[C:17]3[CH:22]=[CH:21][CH:20]=[N:19][CH:18]=3)[CH:14]=1)[NH:11][C:10]1[CH:9]=[N:8][CH:7]=[C:6]([NH:24]C(=O)C(F)(F)F)[C:5]2=1.[C:31]([O-])([O-])=O.[K+].[K+].O>CO>[NH2:24][C:6]1[C:5]2[C:4]3[C:12](=[C:13]([NH:15][C:16](=[O:23])[C:17]4[CH:22]=[CH:21][CH:20]=[N:19][C:18]=4[CH3:31])[CH:14]=[C:2]([Cl:1])[CH:3]=3)[NH:11][C:10]=2[CH:9]=[N:8][CH:7]=1 |f:1.2.3|. Procedure: N-[6-chloro-4-(2,2,2-trifluoro-acetylamino)-9H-β-carbolin-8-yl]-nicotinamide (41 mg, 0.092 mmol, 1 equiv.) was suspended in 5 ml of MeOH and a 2 ml aqueous solution of K2CO3 (127 mg, 0.92 mmol, 10 equiv.) was added thereto. The resulting clear solution was heated at 60° C. for 16 hr and then allowed to cool to RT. Additional water was added producing fine solids that were captured by filtration, washed once with 10 ml of 5% MeOH in Et2O, and dried under high vacuum to give 18 mg of N-(4-amino-6-...